Task: describe an organic reaction: reactants, conditions, products, and yield. Dataset: the Open Reaction Database (ORD), a public repository of structured organic reaction records Conditions: temperature 80 celsius. Yield: 97.0%. Run in O (H2O). Procedure: A 3,000 mL, 3-necked, round-bottom flask was equipped with a mechanical stirrer, a reflux condenser and a 250 mL addition funnel. The flask was charged with H2O (1,500 mL) and 70% HClO4 (1 mL) and heated to ca. 80° C. while stirring vigorously (ca. 750 rpm). 4-Allyl-2-methoxyphenyl glycidyl ether was placed in the addition funnel and was added dropwise to the reaction mixture over a 4-5 hour period. The reaction mixture was stirred for 48 hours at ca. 80° C. The mixture was then allowed to cool ... Reaction SMILES: [CH2:1]([O:5][C:6]1[CH:11]=[CH:10][C:9]([CH2:12][CH:13]=[CH2:14])=[CH:8][C:7]=1[O:15][CH3:16])[CH:2]1[O:4][CH2:3]1.C([O-])([O-])=[O:18].[Na+].[Na+]>O>[CH2:12]([C:9]1[CH:10]=[CH:11][C:6]([O:5][CH2:1][CH:2]([OH:4])[CH2:3][OH:18])=[C:7]([O:15][CH3:16])[CH:8]=1)[CH:13]=[CH2:14] |f:1.2.3|. Yields the product C(C=C)C1=CC(=C(OCC(CO)O)C=C1)OC (3-(4-Allyl-2-methoxyphenoxy)-1,2-propanediol). Starting materials: HClO4, C(C1CO1)OC1=C(C=C(C=C1)CC=C)OC (4-Allyl-2-methoxyphenyl glycidyl ether), C(=O)([O-])[O-].[Na+].[Na+] (Na2CO3). The reactants are C1=CC(=CC=C1O)Br (p-bromophenol), ice water, anhydride K2CO3, C(C1=CC=CC=C1)Br (benzyl bromide). Run in CN(C)C=O (DMF). Run at temperature 80 celsius, time 6 hour. Product: C(C1=CC=CC=C1)OC1=CC=C(C=C1)Br (4-benzyloxybromobenzene). As a reaction SMILES: [CH:1]1[C:6]([OH:7])=[CH:5][CH:4]=[C:3]([Br:8])[CH:2]=1.[CH2:9](Br)[C:10]1[CH:15]=[CH:14][CH:13]=[CH:12][CH:11]=1>CN(C=O)C>[CH2:9]([O:7][C:6]1[CH:5]=[CH:4][C:3]([Br:8])=[CH:2][CH:1]=1)[C:10]1[CH:15]=[CH:14][CH:13]=[CH:12][CH:11]=1. Procedure details: To a solution composed of p-bromophenol (17.3 g, 0.1 mol) and dry DMF (100 mL), anhydride K2CO3 (8.28 g, 0.06 mmol) and benzyl bromide (25.6 g, 0.15 mmol) were added. The mixture was stirred at 80° C. under a nitrogen atmosphere for six hours. Then, the reaction mixture was charged into 500 mL of ice water. Reaction SMILES: [CH2:1]([BH-:2]([CH2:3][CH3:4])[CH2:5][CH3:6])[CH3:7].[CH2:39]1[O:40][CH2:41][CH2:42][CH2:43]1.[CH2:9]([CH3:10])[O:11][c:12]1[cH:13][c:14]2[c:15]([NH:28][c:29]3[cH:30][cH:31][c:32]([O:35][CH3:36])[cH:33][cH:34]3)[c:16]([C:23](=[O:24])[O:25][CH2:26][CH3:27])[cH:17][n:18][c:19]2[n:20][c:21]1[CH3:22].[ClH:37].[Li+:8].[OH2:38]>>[CH2:9]([CH3:10])[O:11][c:12]1[cH:13][c:14]2[c:15]([NH:28][c:29]3[cH:30][cH:31][c:32]([O:35][CH3:36])[cH:33][cH:34]3)[c:16]([CH2:23][OH:24])[cH:17][n:18][c:19]2[n:20][c:21]1[CH3:22]. Product: CCOc1cc2c(Nc3ccc(OC)cc3)c(CO)cnc2nc1C. Starting materials: CC[BH-](CC)CC, C1CCOC1, CCOC(=O)c1cnc2nc(C)c(OCC)cc2c1Nc1ccc(OC)cc1, Cl, [Li+], O. The reactants are C1(=CC=CC=C1)C1=CNC(C2=CC=CC=C12)=O (4-phenyl-1(2H)-isoquinolone), [H-].[Na+] (sodium hydride), ice water, C(C)NCC (diethylamine), C(Cl)C1CO1 (epichlorohydrin). The solvent is CN(C=O)C (dimethylformamide), CN(C=O)C (dimethylformamide). Reaction conditions: temperature 100 celsius, time 3 hour. Yields the product C(C)N(CC(CN1C(C2=CC=CC=C2C(=C1)C1=CC=CC=C1)=O)O)CC (2-(3-diethylamino-2-hydroxypropyl)-4-phenyl-1(2H)-isoquinolone). The yield is 61.0%. Reaction SMILES: [C:1]1([C:7]2[C:16]3[C:11](=[CH:12][CH:13]=[CH:14][CH:15]=3)[C:10](=[O:17])[NH:9][CH:8]=2)[CH:6]=[CH:5][CH:4]=[CH:3][CH:2]=1.[H-].[Na+].[CH2:20]([CH:22]1[O:24][CH2:23]1)Cl.[CH2:25]([NH:27][CH2:28][CH3:29])[CH3:26]>CN(C)C=O>[CH2:25]([N:27]([CH2:28][CH3:29])[CH2:20][CH:22]([OH:24])[CH2:23][N:9]1[CH:8]=[C:7]([C:1]2[CH:2]=[CH:3][CH:4]=[CH:5][CH:6]=2)[C:16]2[C:11](=[CH:12][CH:13]=[CH:14][CH:15]=2)[C:10]1=[O:17])[CH3:26] |f:1.2|. Reported procedure: A mixture of 6.6 g of 4-phenyl-1(2H)-isoquinolone, 2.9 g of 50% sodium hydride and 80 ml of dimethylformamide was stirred at 60° to 70° C. for 3 hours. 5.5 g of epichlorohydrin was then added dropwise to the reaction solution while cooling and stirring, and the mixture was then stirred at room temperature for 12 hours. The reaction solution was poured into ice-water, and the precipitated crystals were collected by filtration and washed with water. The crystals thus obtained were dissolved in 40 ... Reactants: CN(C(=O)[C@H]1N(CCC1)CCN(C(C1=CC(=CC=C1)C(NC1=C(C=C(C=C1)N1CCCCC1)C1=NC=CC(=C1)C(N[C@H]1CCCC2=CC=CC=C12)=O)=O)=O)C)CCOCCOCCOCCC(=O)OC(C)(C)C (tert-butyl 2-methyl-1-((S)-1-(2-(N-methyl-3-((4-(piperidin-1-yl)-2-(4-(((S)-1,2,3,4-tetrahydronaphthalen-1-yl)carbamoyl)pyridin-2-yl)phenyl)carbamoyl)benzamido)ethyl)pyrrolidin-2-yl)-1-oxo-5,8,11-trioxa-2-azatetradecan-14-oate), COCCOCCOCCOCCOCCOCCOCCOCCN (2,5,8,11,14,17,20,23-octaoxapentacosan-25-amine). Yields the product COCCOCCOCCOCCOCCOCCOCCOCCNC(=O)[C@H]1N(CCC1)CCN(C(C1=CC(C(=O)NC2=C(C=C(C=C2)N2CCCCC2)C2=NC=CC(=C2)C(N[C@H]2CCCC3=CC=CC=C23)=O)=CC=C1)=O)C (N1-(2-((S)-2-(2,5,8,11,14,17,20,23-octaoxapentacosan-25-ylcarbamoyl)pyrrolidin-1-yl)ethyl)-N1-methyl-N3-(4-(piperidin-1-yl)-2-(4-(((S)-1,2,3,4-tetrahydronaphthalen-1-yl)carbamoyl)pyridin-2-yl)phenyl)isophthalamide). RXN SMILES: CN(CCOCCOCCOCCC(OC(C)(C)C)=O)[C:3]([C@@H:5]1[CH2:9][CH2:8][CH2:7][N:6]1[CH2:10][CH2:11][N:12]([CH3:55])[C:13](=[O:54])[C:14]1[CH:19]=[CH:18][CH:17]=[C:16]([C:20](=[O:53])[NH:21][C:22]2[CH:27]=[CH:26][C:25]([N:28]3[CH2:33][CH2:32][CH2:31][CH2:30][CH2:29]3)=[CH:24][C:23]=2[C:34]2[CH:39]=[C:38]([C:40](=[O:52])[NH:41][C@@H:42]3[C:51]4[C:46](=[CH:47][CH:48]=[CH:49][CH:50]=4)[CH2:45][CH2:44][CH2:43]3)[CH:37]=[CH:36][N:35]=2)[CH:15]=1)=[O:4].[CH3:74][O:75][CH2:76][CH2:77][O:78][CH2:79][CH2:80][O:81][CH2:82][CH2:83][O:84][CH2:85][CH2:86][O:87][CH2:88][CH2:89][O:90][CH2:91][CH2:92][O:93][CH2:94][CH2:95][O:96][CH2:97][CH2:98][NH2:99]>>[CH3:74][O:75][CH2:76][CH2:77][O:78][CH2:79][CH2:80][O:81][CH2:82][CH2:83][O:84][CH2:85][CH2:86][O:87][CH2:88][CH2:89][O:90][CH2:91][CH2:92][O:93][CH2:94][CH2:95][O:96][CH2:97][CH2:98][NH:99][C:3]([C@@H:5]1[CH2:9][CH2:8][CH2:7][N:6]1[CH2:10][CH2:11][N:12]([CH3:55])[C:13](=[O:54])[C:14]1[CH:19]=[CH:18][CH:17]=[C:16]([C:20]([NH:21][C:22]2[CH:27]=[CH:26][C:25]([N:28]3[CH2:29][CH2:30][CH2:31][CH2:32][CH2:33]3)=[CH:24][C:23]=2[C:34]2[CH:39]=[C:38]([C:40](=[O:52])[NH:41][C@@H:42]3[C:51]4[C:46](=[CH:47][CH:48]=[CH:49][CH:50]=4)[CH2:45][CH2:44][CH2:43]3)[CH:37]=[CH:36][N:35]=2)=[O:53])[CH:15]=1)=[O:4]. Procedure details: This compound was prepared according to the procedure described for the synthesis of tert-butyl 2-methyl-1-((S)-1-(2-(N-methyl-3-((4-(piperidin-1-yl)-2-(4-(((S)-1,2,3,4-tetrahydronaphthalen-1-yl)carbamoyl)pyridin-2-yl)phenyl)carbamoyl)benzamido)ethyl)pyrrolidin-2-yl)-1-oxo-5,8,11-trioxa-2-azatetradecan-14-oate Example 190, using 2,5,8,11,14,17,20,23-octaoxapentacosan-25-amine in place of tert-butyl 5,8,11-trioxa-2-azatetradecan-14-oate. MS (ES, m/z): 1094.47 [M+H]+. Starting materials: C(C)(=O)N(C=1C=C(C=CC1)NS(=O)(=O)C1=CC=C(C=C1)NC(C)=O)C (N-[4-[3-(acetyl-methyl-amino)-phenylsulfamoyl]-phenyl]-acetamide), Cl (HCl). Solvent: [OH-].[Na+] (NaOH). The product is NC1=CC=C(C=C1)S(=O)(=O)NC1=CC(=CC=C1)NC (4-amino-N-(3-methylamino-phenyl)-benzenesulfonamide). Yield: 85.7%. RXN SMILES: [C:1]([N:4](C)[C:5]1[CH:6]=[C:7]([NH:11][S:12]([C:15]2[CH:20]=[CH:19][C:18]([NH:21]C(=O)C)=[CH:17][CH:16]=2)(=[O:14])=[O:13])[CH:8]=[CH:9][CH:10]=1)(=O)C.Cl>[OH-].[Na+]>[NH2:21][C:18]1[CH:19]=[CH:20][C:15]([S:12]([NH:11][C:7]2[CH:8]=[CH:9][CH:10]=[C:5]([NH:4][CH3:1])[CH:6]=2)(=[O:13])=[O:14])=[CH:16][CH:17]=1 |f:2.3|. Reported procedure: 2.5 g (0.0069 mol) of N-[4-[3-(acetyl-methyl-amino)-phenylsulfamoyl]-phenyl]-acetamide were dissolved in 150 ml of 1N NaOH and boiled in reflux for 4 hours. Subsequently, the pH value was adjusted to 4 with 1N HCl and the precipitate which separated was filtered off. After drying the material on the suction filter was chromatographed on silica gel with 3% methanol with dichloromethane. There were obtained 1.64 g (85%) of 4-amino-N-(3-methylamino-phenyl)-benzenesulfonamide as a yellowish solid; m...